This data is from the Open Reaction Database (ORD), a public repository of structured organic reaction records. The task is: describe an organic reaction: reactants, conditions, products, and yield Starting materials: C(C1=CC=CC=C1)OC(=O)N[C@H](C(=O)N1[C@@H](CCC1)C(=O)N1[C@@H](CCC1)C(=O)N[C@H](C(=O)OC)CO)CO ((S)-methyl 2-((S)-1-((S)-1-((S)-2-(benzyloxycarbonylamino)-3-hydroxypropanoyl)-pyrrolidine-2-carbonyl)-pyrrolidine-2-carboxamido)-3-hydroxypropanoate), CO.N (MeOH NH3). Solvent: CO (MeOH). Conditions: time 16 hour. Product: C(C1=CC=CC=C1)OC(N[C@H](C(=O)N1[C@@H](CCC1)C(=O)N1[C@@H](CCC1)C(N[C@H](C(=O)N)CO)=O)CO)=O (Benzyl-(S)-1-((S)-2-((S)-2-((S)-1-amino-3-hydroxy-1-oxopropan-2-ylcarbamoyl)pyrrolidine-1-carbonyl)pyrrolidin-1-yl)-3-hydroxy-1-oxopropan-2-ylcarbamate). Isolated yield 55.0%. Reaction SMILES: [CH2:1]([O:8][C:9]([NH:11][C@@H:12]([CH2:37][OH:38])[C:13]([N:15]1[CH2:19][CH2:18][CH2:17][C@H:16]1[C:20]([N:22]1[CH2:26][CH2:25][CH2:24][C@H:23]1[C:27]([NH:29][C@@H:30]([CH2:35][OH:36])[C:31]([O:33]C)=O)=[O:28])=[O:21])=[O:14])=[O:10])[C:2]1[CH:7]=[CH:6][CH:5]=[CH:4][CH:3]=1.CO.[NH3:41]>CO>[CH2:1]([O:8][C:9](=[O:10])[NH:11][C@@H:12]([CH2:37][OH:38])[C:13]([N:15]1[CH2:19][CH2:18][CH2:17][C@H:16]1[C:20]([N:22]1[CH2:26][CH2:25][CH2:24][C@H:23]1[C:27](=[O:28])[NH:29][C@@H:30]([CH2:35][OH:36])[C:31]([NH2:41])=[O:33])=[O:21])=[O:14])[C:2]1[CH:3]=[CH:4][CH:5]=[CH:6][CH:7]=1 |f:1.2|. Procedure details: To a solution of (S)-methyl-2-((S)-1-((S)-1-((S)-2-(benzyloxycarbonylamino)-3-hydroxypropanoyl)-pyrrolidine-2-carbonyl)-pyrrolidine-2-carboxamido)-3-hydroxypropanoate (6) (60 mg, 1.04 mmol) in MeOH was added MeOH—NH3 (3 mL) was stirred at RT for 16 h. The volatiles were evaporated under reduced pressure to afford compound 7 (30 mg, 55%). Starting materials: COC(C1=CC(=CC=C1)C)=O (3-methylbenzoic acid methyl ester), C(C)(C)[N-]C(C)C.[Li+] (lithium diisopropylamide), CC1=C(C(=O)NCC2=CC=C(C=C2)C)C=CC=C1 (2-methyl-N-(4-methylbenzyl)benzamide), C(C)(C)NC(C)C (diisopropylamine), C(CCC)[Li] (n-butyllithium), solution. Solvent: C1CCOC1 (THF), C1CCOC1 (THF), C1CCOC1 (THF), CCCCCC (hexane). Reaction conditions: temperature 0 celsius, time 55 minute. Product: CC1=CC=C(CN2C(C3=CC=CC=C3C=C2C=2C=C(C=CC2)C)=O)C=C1 (2-(4-methylbenzyl)-3-m-tolyl-2H-isoquinolin-1-one). Isolated yield 46.8%. Reaction SMILES: C(NC(C)C)(C)C.C([Li])CCC.C([N-]C(C)C)(C)C.[Li+].[CH3:21][C:22]1[CH:38]=[CH:37][CH:36]=[CH:35][C:23]=1[C:24]([NH:26][CH2:27][C:28]1[CH:33]=[CH:32][C:31]([CH3:34])=[CH:30][CH:29]=1)=[O:25].CO[C:41](=O)[C:42]1[CH:47]=[CH:46][CH:45]=[C:44]([CH3:48])[CH:43]=1>C1COCC1.CCCCCC>[CH3:34][C:31]1[CH:30]=[CH:29][C:28]([CH2:27][N:26]2[C:41]([C:42]3[CH:43]=[C:44]([CH3:48])[CH:45]=[CH:46][CH:47]=3)=[CH:21][C:22]3[C:23](=[CH:35][CH:36]=[CH:37][CH:38]=3)[C:24]2=[O:25])=[CH:33][CH:32]=1 |f:2.3|. Reported procedure: To a solution of diisopropylamine (1.2 mL, 8.56 mmol) in THF (15 mL) at 0° C. was added n-butyllithium (5.2 mL of a 1.6 M solution in hexane, 8.32 mmol). After stirring at 0° C. for 10 minutes the resulting lithium diisopropylamide solution was treated with a solution of 2-methyl-N-(4-methylbenzyl)benzamide (616 mg, 2.57 mmol) in THF (20 mL) over 15 min. The resulting deep brown-red solution was stirred at 0° C. for 55 minutes at which time it was treated with a solution of 3-methylbenzoic acid ...